describe an organic reaction: reactants, conditions, products, and yield From a dataset of the Open Reaction Database (ORD), a public repository of structured organic reaction records. The reactants are N1=CC=CC=C1 (pyridine), S(=O)(Cl)Cl (thionyl chloride), ClC1=CC=C(C=C1)C(CC1=CC=C(C=C1)Cl)O (1,2-di(4-chlorophenyl)ethan-1-ol). The solvent is C1(=CC=CC=C1)C (toluene), C1(=CC=CC=C1)C (toluene). Run at time 30 minute. The product is ClC1=CC=C(C=C1)CC(C1=CC=C(C=C1)Cl)Cl (4-chloro-1-[2-chloro-2-(4-chlorophenyl)ethyl]benzene). RXN SMILES: S(Cl)([Cl:3])=O.N1C=CC=CC=1.[Cl:11][C:12]1[CH:17]=[CH:16][C:15]([CH:18](O)[CH2:19][C:20]2[CH:25]=[CH:24][C:23]([Cl:26])=[CH:22][CH:21]=2)=[CH:14][CH:13]=1>C1(C)C=CC=CC=1>[Cl:26][C:23]1[CH:24]=[CH:25][C:20]([CH2:19][CH:18]([Cl:3])[C:15]2[CH:16]=[CH:17][C:12]([Cl:11])=[CH:13][CH:14]=2)=[CH:21][CH:22]=1. Procedure details: A stirred solution of of thionyl chloride in toluene is cooled to 0° C., and a catalytic amount of pyridine is added. A solution of 1,2-di(4-chlorophenyl)ethan-1-ol in toluene is then added drop wise. Upon completion addition of addition, the reaction mixture is allowed to warm to ambient temperature where it stirs for about 30 minutes. The reaction mixture is washed with water, dried with sodium sulfate, filtered, and concentrated under reduced pressure, yielding the subject compound. The reactants are O.ON1N=NC2=C1C=CC=C2 (1-Hydroxybenzotriazole hydrate), C(C)(=O)NN (acethydrazide), CN1CCOCC1 (N-methylmorpholine), CN(CCCN=C=NCC)C (1-(3-dimethylaminopropyl)-3-ethylcarbodiimide), FC1=CC=C(C=C1)S(=O)(=O)N1[C@@H](CCCC1)C(=O)O ((2S)-1-[(4-fluorophenyl)sulfonyl]-2-piperidinecarboxylic acid). Solvent: ClCCl (dichloromethane). Reaction conditions: time 3 hour. Yields the product C(C)(=O)NNC(=O)[C@H]1N(CCCC1)S(=O)(=O)C1=CC=C(C=C1)F (N′2-acetyl-(2S)-1-[(4-fluorophenyl)sulfonyl]-2-piperidinecarbohydrazide). Isolated yield 99.1%. As a reaction SMILES: O.ON1C2C=CC=CC=2N=N1.[C:12]([NH:15][NH2:16])(=[O:14])[CH3:13].CN1CCOCC1.CN(C)CCCN=C=NCC.[F:35][C:36]1[CH:41]=[CH:40][C:39]([S:42]([N:45]2[CH2:50][CH2:49][CH2:48][CH2:47][C@H:46]2[C:51](O)=[O:52])(=[O:44])=[O:43])=[CH:38][CH:37]=1>ClCCl>[C:12]([NH:15][NH:16][C:51]([C@@H:46]1[CH2:47][CH2:48][CH2:49][CH2:50][N:45]1[S:42]([C:39]1[CH:38]=[CH:37][C:36]([F:35])=[CH:41][CH:40]=1)(=[O:44])=[O:43])=[O:52])(=[O:14])[CH3:13] |f:0.1|. Reported procedure: 1-Hydroxybenzotriazole hydrate (162 mg), acethydrazide (81 mg), N-methylmorpholine (275 μl) and 1-(3-dimethylaminopropyl)-3-ethylcarbodiimide (230 mg) were added to a stirred solution of (2S)-1-[(4-fluorophenyl)sulfonyl]-2-piperidinecarboxylic acid [see Preparation 38] (287 mg) in dichloromethane (3 ml). The reaction mixture was stirred for 3 hours after which time the mixture was partitioned between dichloromethane and water. The organic layer was separated, dried over magnesium sulphate and th... Reactants: C(C)(C)(C)OC(=O)N1CCN(CC1)C1=CC=C(C=C1)OCC(CCOCC1=CC=CC=C1)(C)O (4-[4-(4-Benzyloxy-2-hydroxy-2-methylbutoxy)phenyl]piperazine-1-carboxylic acid tert-butyl ester). Reagents/catalysts: [OH-].[OH-].[Pd+2] (palladium hydroxide on carbon). Solvent: C(C)O (ethanol). Run at temperature 55 celsius, time 9 hour. Product: C(C)(C)(C)OC(=O)N1CCN(CC1)C1=CC=C(C=C1)OCC(CCO)(C)O (4-[4-(2,4-dihydroxy-2-methylbutoxy)phenyl]piperazine-1-carboxylic acid tert-butyl ester). Isolated yield 75.2%. RXN SMILES: [C:1]([O:5][C:6]([N:8]1[CH2:13][CH2:12][N:11]([C:14]2[CH:19]=[CH:18][C:17]([O:20][CH2:21][C:22]([OH:34])([CH3:33])[CH2:23][CH2:24][O:25]CC3C=CC=CC=3)=[CH:16][CH:15]=2)[CH2:10][CH2:9]1)=[O:7])([CH3:4])([CH3:3])[CH3:2]>[OH-].[OH-].[Pd+2].C(O)C>[C:1]([O:5][C:6]([N:8]1[CH2:13][CH2:12][N:11]([C:14]2[CH:19]=[CH:18][C:17]([O:20][CH2:21][C:22]([OH:34])([CH3:33])[CH2:23][CH2:24][OH:25])=[CH:16][CH:15]=2)[CH2:10][CH2:9]1)=[O:7])([CH3:4])([CH3:2])[CH3:3] |f:1.2.3|. Reported procedure: 4-[4-(4-Benzyloxy-2-hydroxy-2-methylbutoxy)phenyl]piperazine-1-carboxylic acid tert-butyl ester (6.16 g, 13.1 mmol), palladium hydroxide on carbon (0.62 g) and ethanol (62 ml) were mixed and stirred at 50 to 60° C. under a hydrogen atmosphere for 9 hours. The mixture was filtered through Celite to remove the catalyst, and the filtrate was concentrated. The residue was purified by silica gel column chromatography (hexane:ethyl acetate=100:0→0:100) to afford the title compound as a colorless powde... Starting materials: COC(=O)CCCCCCCCCCCCCCCNc1ccc(C(=O)O)cc1, CO, [Na+], [Na+], O=C([O-])[O-]. Product: COC(=O)CCCCCCCCCCCCCCCNc1ccc(C(=O)OC)cc1. As a reaction SMILES: [C:1](=[O:2])([O:3][CH3:4])[CH2:5][CH2:6][CH2:7][CH2:8][CH2:9][CH2:10][CH2:11][CH2:12][CH2:13][CH2:14][CH2:15][CH2:16][CH2:17][CH2:18][CH2:19][NH:20][c:21]1[cH:22][cH:23][c:24]([C:25](=[O:26])[OH:27])[cH:28][cH:29]1.[CH3:36][OH:37].[Na+:30].[Na+:31].[O-:32][C:33](=[O:34])[O-:35]>>[C:1](=[O:2])([O:3][CH3:4])[CH2:5][CH2:6][CH2:7][CH2:8][CH2:9][CH2:10][CH2:11][CH2:12][CH2:13][CH2:14][CH2:15][CH2:16][CH2:17][CH2:18][CH2:19][NH:20][c:21]1[cH:22][cH:23][c:24]([C:25](=[O:26])[O:27][CH3:33])[cH:28][cH:29]1. Starting materials: CCO, CCOC(C)=O, O=C(c1ccc([N+](=O)[O-])cc1)N1Cc2cccn2Cc2sccc21. The product is Nc1ccc(C(=O)N2Cc3cccn3Cc3sccc32)cc1. As a reaction SMILES: [CH2:31]([OH:32])[CH3:33].[CH3:25][CH2:26][O:27][C:28](=[O:29])[CH3:30].[N+:1]([O-:2])(=[O:3])[c:4]1[cH:5][cH:6][c:7]([C:8](=[O:9])[N:10]2[CH2:11][c:12]3[n:13]([cH:20][cH:21][cH:22]3)[CH2:14][c:15]3[c:16]2[cH:17][cH:18][s:19]3)[cH:23][cH:24]1>>[NH2:1][c:4]1[cH:5][cH:6][c:7]([C:8](=[O:9])[N:10]2[CH2:11][c:12]3[n:13]([cH:20][cH:21][cH:22]3)[CH2:14][c:15]3[c:16]2[cH:17][cH:18][s:19]3)[cH:23][cH:24]1. Reactants: CCO, [Cl-], [Fe], [NH4+], O=C1Cc2cc([N+](=O)[O-])c(Cl)cc2N1, O. Product: Nc1cc2c(cc1Cl)NC(=O)C2. RXN SMILES: [CH3:1][CH2:2][OH:3].[Cl-:4].[Fe:20].[NH4+:5].[O:6]=[C:7]1[NH:8][c:9]2[cH:10][c:11]([Cl:19])[c:12]([N+:16]([O-:17])=[O:18])[cH:13][c:14]2[CH2:15]1.[OH2:21]>>[O:6]=[C:7]1[NH:8][c:9]2[cH:10][c:11]([Cl:19])[c:12]([NH2:16])[cH:13][c:14]2[CH2:15]1. Reactants: C(=O)(OCC)C1C(N(CCC1=O)CC)=O (3-carboethoxy-1-ethylpiperidine-2,4-dione), resultant mixture, aqueous solution, Cl (hydrochloric acid). Product: C(C)N1C(CC(CC1)=O)=O (1-ethylpiperidine-2,4-dione). Yield: 69.6%. As a reaction SMILES: C([CH:6]1[C:11](=[O:12])[CH2:10][CH2:9][N:8]([CH2:13][CH3:14])[C:7]1=[O:15])(OCC)=O.Cl>>[CH2:13]([N:8]1[CH2:9][CH2:10][C:11](=[O:12])[CH2:6][C:7]1=[O:15])[CH3:14]. Reported procedure: Added to 36.0 g of 3-carboethoxy-1-ethylpiperidine-2,4-dione (Referential Example 35) was 300 ml of a 10% aqueous solution of hydrochloric acid. The resultant mixture was refluxed for 40 minutes. After allowing the reaction mixture to cool down, it was extracted with chloroform. The chloroform layer was washed with water, dried and then concentrated, thereby obtaining 16.6 g of 1-ethylpiperidine-2,4-dione as a light yellowish oily substance (yield: 70%).